Dataset: the Open Reaction Database (ORD), a public repository of structured organic reaction records. Task: describe an organic reaction: reactants, conditions, products, and yield Reactants: ice, Cl (HCl), CC(C)S (2-propanethiol), ice, C(CCC)C12CC3=CC(=CC=C3C2=C(C(CC1)=O)C1=CC=C(C=C1)O)OC (9a-butyl-4-(4-hydroxy-phenyl)-7-methoxy-1,2,9,9a-tetrahydro-3H-fluoren-3-one), [Al+3].[Cl-].[Cl-].[Cl-] (AlCl3). Run in CCOC(=O)C (EtOAc), C(Cl)Cl (CH2Cl2). Run at temperature 0 celsius. Product: C(CCC)C12CC3=CC(=CC=C3C2=C(C(CC1)=O)C1=CC=C(C=C1)O)O (9a-BUTYL-7-HYDROXY-4-(4-HYDROXYPHENYL)-1,2,9,9a-TETRAHYDRO-3H-FLUOREN-3-ONE). RXN SMILES: [CH2:1]([C:5]12[CH2:17][CH2:16][C:15](=[O:18])[C:14]([C:19]3[CH:24]=[CH:23][C:22]([OH:25])=[CH:21][CH:20]=3)=[C:13]1[C:12]1[C:7](=[CH:8][C:9]([O:26]C)=[CH:10][CH:11]=1)[CH2:6]2)[CH2:2][CH2:3][CH3:4].[Al+3].[Cl-].[Cl-].[Cl-].CC(S)C.Cl>C(Cl)Cl.CCOC(C)=O>[CH2:1]([C:5]12[CH2:17][CH2:16][C:15](=[O:18])[C:14]([C:19]3[CH:20]=[CH:21][C:22]([OH:25])=[CH:23][CH:24]=3)=[C:13]1[C:12]1[C:7](=[CH:8][C:9]([OH:26])=[CH:10][CH:11]=1)[CH2:6]2)[CH2:2][CH2:3][CH3:4] |f:1.2.3.4|. Reported procedure: An ice-cold solution of 9a-butyl-4-(4-hydroxy-phenyl)-7-methoxy-1,2,9,9a-tetrahydro-3H-fluoren-3-one (29 mg, 0.08 mmol) in anhydrous CH2Cl2 (1 mL) was added to AlCl3 (96 mg, 0.72 mmol) contained in an ice cooled flask. The mixture was stirred at 0° C. under a nitrogen atmosphere and treated with 2-propanethiol (0.056 mL, 0.6 mmol). The resulting mixture was stirred at 0° C. for 5 minutes and at room temperature for 3.25 hours, then treated with ice (approx. 2 mL), 2N HCl (2 mL) and EtOAc (4 mL) ... Reactants: C(=O)(OCC1=CC=CC=C1)N[C@@H](CC(=O)O)C(=O)O (N-CBZ aspartic acid). Solvent: C(C)(=O)OC(C)=O (acetic anhydride). Conditions: temperature 75 celsius, time 4 hour. Product: C(C1=CC=CC=C1)OC(=O)N[C@H]1CC(=O)OC1=O (N-Benzyloxycarbonyl Aspartic Anhydride). RXN SMILES: [C:1]([NH:11][C@H:12]([C:17]([OH:19])=[O:18])[CH2:13][C:14]([OH:16])=O)([O:3][CH2:4][C:5]1[CH:10]=[CH:9][CH:8]=[CH:7][CH:6]=1)=[O:2]>C(OC(=O)C)(=O)C>[CH2:4]([O:3][C:1]([NH:11][C@@H:12]1[C:17](=[O:18])[O:19][C:14](=[O:16])[CH2:13]1)=[O:2])[C:5]1[CH:6]=[CH:7][CH:8]=[CH:9][CH:10]=1. Procedure: The above illustrated starting compound which is commercially available N-CBZ aspartic acid (205.7 g, 0.77 mol) was added to acetic anhydride (300 ml). This mixture was stirred at 75° C. for 4 hours. The excess acetic anhydride and acetic acid byproduct were distilled from the mixture under reduced pressure and the residue was recrystallised from hot dichloromethane. The product was collected by filtration, washed with hexane and dried at ambient temperature under reduced pressure to give a whit... Reactants: [Si]([O-])([O-])([O-])[O-].[Na+].[Na+].[Na+].[Na+] (sodium silicate), O.[Co]=O (cobalt oxide hydrate), [H][H] (hydrogen). Yields the product [Si]([O-])([O-])([O-])[O-].[Na+].[Na+].[Na+].[Na+].[Co] (Sodium Silicate Cobalt). RXN SMILES: [Si:1]([O-:5])([O-:4])([O-:3])[O-:2].[Na+:6].[Na+].[Na+].[Na+].O.[Co:11]=O.[H][H]>>[Si:1]([O-:5])([O-:4])([O-:3])[O-:2].[Na+:6].[Na+:6].[Na+:6].[Na+:6].[Co:11] |f:0.1.2.3.4,5.6,8.9.10.11.12.13|. Reported procedure: The procedure of Example I is repeated using twice as much sodium silicate solution with the cobalt oxide hydrate. The resulting hydrogen-reduced catalyst has a bulk density of 72 lbs./cu. ft. and a crushing strength of 10 pounds. Reactants: CC(=O)O, [O-][I+2]([O-])O, I, [Na+], C1CCOC1, O=S([O-])O, O=S(=O)(O)O, CS(=O)(=O)Oc1ccc(-c2c3ccccc3cc3sc4ccccc4c23)cc1. The product is CS(=O)(=O)Oc1ccc(-c2c3ccccc3c(I)c3sc4ccccc4c23)cc1. RXN SMILES: [CH3:44][C:45](=[O:46])[OH:47].[I+2:30]([OH:31])([O-:32])[O-:33].[I:29].[Na+:38].[O:39]1[CH2:40][CH2:41][CH2:42][CH2:43]1.[S:34](=[O:35])([OH:36])[O-:37].[S:48](=[O:49])(=[O:50])([OH:51])[OH:52].[cH:1]1[cH:2][cH:3][cH:4][c:5]2[s:6][c:7]3[c:8]([c:9]12)[c:10](-[c:18]1[cH:19][cH:20][c:21]([O:24][S:25](=[O:26])(=[O:27])[CH3:28])[cH:22][cH:23]1)[c:11]1[cH:12][cH:13][cH:14][cH:15][c:16]1[cH:17]3>>[cH:1]1[cH:2][cH:3][cH:4][c:5]2[s:6][c:7]3[c:8]([c:9]12)[c:10](-[c:18]1[cH:19][cH:20][c:21]([O:24][S:25](=[O:26])(=[O:27])[CH3:28])[cH:22][cH:23]1)[c:11]1[cH:12][cH:13][cH:14][cH:15][c:16]1[c:17]3[I:30]. Starting materials: COc1cc(Br)c(CC(=O)O)cc1OC, CN(C)C=O, O=C(Cl)C(=O)Cl, ClCCl. Yields the product COc1cc(Br)c(CC(=O)Cl)cc1OC. Reaction SMILES: [Br:1][c:2]1[c:3]([CH2:12][C:13](=[O:14])[OH:15])[cH:4][c:5]([O:10][CH3:11])[c:6]([O:8][CH3:9])[cH:7]1.[CH3:22][N:23]([CH3:24])[CH:25]=[O:26].[Cl:16][C:17]([C:18]([Cl:19])=[O:20])=[O:21].[Cl:27][CH2:28][Cl:29]>>[Br:1][c:2]1[c:3]([CH2:12][C:13](=[O:15])[Cl:16])[cH:4][c:5]([O:10][CH3:11])[c:6]([O:8][CH3:9])[cH:7]1. Starting materials: [OH-].[Na+] (sodium hydroxide), N=C(CC)C1=C(C=C(C=C1)SCCC)NC(=S)NC(=O)OC (1-iminopropyl-2-(3-carbomethoxythioureido)-4-propylthiobenzene), CI (methyl iodide). The solvent is CC(=O)C (acetone), O (water), O (water). Run at time 1 hour. The product is N=C(CC)C1=C(C=C(C=C1)SCCC)NC(SC)=NC(=O)OC (1-iminopropyl-2-(3-carbomethoxy-S-methylisothioureido)-4-propylthiobenzene). Yield: 81.5%. Reaction SMILES: [NH:1]=[C:2]([C:5]1[CH:10]=[CH:9][C:8]([S:11][CH2:12][CH2:13][CH3:14])=[CH:7][C:6]=1[NH:15][C:16]([NH:18][C:19]([O:21][CH3:22])=[O:20])=[S:17])[CH2:3][CH3:4].[OH-].[Na+].[CH3:25]I>CC(C)=O.O>[NH:1]=[C:2]([C:5]1[CH:10]=[CH:9][C:8]([S:11][CH2:12][CH2:13][CH3:14])=[CH:7][C:6]=1[NH:15][C:16](=[N:18][C:19]([O:21][CH3:22])=[O:20])[S:17][CH3:25])[CH2:3][CH3:4] |f:1.2|. Procedure: To a suspension of 1-iminopropyl-2-(3-carbomethoxythioureido)-4-propylthiobenzene (1 g.; 0.00295 mole) in acetone (30 ml.) and water (15 ml.) there is added 50.8% aqueous sodium hydroxide (0.23 g.; 0.00295 mole). The solution that forms is stirred at room temperature for one hour and to it there is added methyl iodide (0.42 g.; 0.00295 mole). The turbid solution formed is stirred at room temperature for 30 minutes and is poured into water (500 ml.). The suspension formed is stirred at room tempe... The reactants are Cl (HCl), [H-].[Na+] (sodium hydride), COC1=CC(=NC=N1)N (6-Methoxy-pyrimidin-4-ylamine), ClC=1SC(=CN1)C#N (2-chloro-thiazole-5-carbonitrile). The solvent is C1CCOC1 (THF), O (water). Run at time 1 hour. Product: COC1=CC(=NC=N1)NC=1SC(=CN1)C#N (2-(6-Methoxy-pyrimidin-4-ylamino)-thiazole-5-carbonitrile). Reaction SMILES: [H-].[Na+].[CH3:3][O:4][C:5]1[N:10]=[CH:9][N:8]=[C:7]([NH2:11])[CH:6]=1.Cl[C:13]1[S:14][C:15]([C:18]#[N:19])=[CH:16][N:17]=1.Cl>O.C1COCC1>[CH3:3][O:4][C:5]1[N:10]=[CH:9][N:8]=[C:7]([NH:11][C:13]2[S:14][C:15]([C:18]#[N:19])=[CH:16][N:17]=2)[CH:6]=1 |f:0.1|. Procedure details: A flame dried flask under argon gas was charged with sodium hydride (39 mg, 60% dispersion, 0.97 mmol) and 2 mL anhydrous THF. 6-Methoxy-pyrimidin-4-ylamine (55 mg, 0.44 mmol) was added slowly followed, after 10 minutes, by the addition of 2-chloro-thiazole-5-carbonitrile (76 mg, 0.53 mmol). After 1 hour, the reaction was diluted with water and adjusted to pH 7 with 1M HCl (aq). The resulting precipitate was filtered, washed with water and air dried. The resulting solid triturated with ether, so... Starting materials: C(CC)OC(=O)[C@H]1OC2=CC=C(C=C2[C@@]2(NC(NC2=O)=O)C1)F ((2S,4S)-6-fluoro-2',5'-dioxospiro[chroman-4,4'-imidazolidine]-2-carboxylic acid n-propyl ester), O.NN (hydrazine hydrate). The solvent is C(C)O (ethanol). The product is FC=1C=C2C(=CC1)O[C@@H](C[C@]21NC(NC1=O)=O)C(=O)NN ((2S,4S)-6-Fluoro-2',5'-dioxospiro[chroman-4,4'-imidazolidine]-2-carbohydrazide). Yield: 46.7%. Reaction SMILES: C([O:4][C:5]([C@@H:7]1[CH2:22][C@@:15]2([C:19](=[O:20])[NH:18][C:17](=[O:21])[NH:16]2)[C:14]2[C:9](=[CH:10][CH:11]=[C:12]([F:23])[CH:13]=2)[O:8]1)=O)CC.O.[NH2:25][NH2:26]>C(O)C>[F:23][C:12]1[CH:13]=[C:14]2[C@:15]3([C:19](=[O:20])[NH:18][C:17](=[O:21])[NH:16]3)[CH2:22][C@@H:7]([C:5]([NH:25][NH2:26])=[O:4])[O:8][C:9]2=[CH:10][CH:11]=1 |f:1.2|. Reported procedure: To a solution of (2S,4S)-6-fluoro-2',5'-dioxospiro[chroman-4,4'-imidazolidine]-2-carboxylic acid n-propyl ester (30.0 g, 93.1 mmol) in 600 ml of ethanol was added hydrazine hydrate (46.6 g, 0.931 mol). After refluxing the mixture under an argon atmosphere for 2 hours, the reaction mixture was evaporated in vacuo to dryness. To the residue was added 100 ml of saturated aqueous sodium chloride and the aqueous layer was extracted with ethyl acetate (300 ml×5). The combined ethyl acetate layers were... Starting materials: ClC1=NC=C(C=C1)[N+](=O)[O-] (2-chloro-5-nitropyridine), FC(C(=O)O)(F)F.CC1=CC2=C(NC(=N2)C=2NN=C3CNCCC32)C=C1C (3-(5,6-dimethyl-1H-benzimidazol-2-yl)-4,5,6,7-tetrahydro-2H-pyrazolo[3,4-c]pyridine trifluoroacetate), N1=CC=CC=C1 (pyridine). Conditions: time 20 hour. The product is [N+](=O)([O-])C=1C=CC(=NC1)N1CC=2C(CC1)=C(NN2)C(=O)OCC (ethyl 6-(5-nitro-pyridin-2-yl)-4,5,6,7-tetrahydro-2H-pyrazolo[3,4-c]pyridine-3-carboxylate). As a reaction SMILES: Cl[C:2]1[CH:7]=[CH:6][C:5]([N+:8]([O-:10])=[O:9])=[CH:4][N:3]=1.F[C:12](F)(F)[C:13]([OH:15])=[O:14].CC1C(C)=CC2NC(C3[NH:27][N:28]=[C:29]4[C:34]=3[CH2:33][CH2:32][NH:31][CH2:30]4)=NC=2C=1.N1C=CC=[CH:40][CH:39]=1>>[N+:8]([C:5]1[CH:6]=[CH:7][C:2]([N:31]2[CH2:32][CH2:33][C:34]3=[C:12]([C:13]([O:15][CH2:39][CH3:40])=[O:14])[NH:27][N:28]=[C:29]3[CH2:30]2)=[N:3][CH:4]=1)([O-:10])=[O:9] |f:1.2|. Procedure details: 522 mg of 2-chloro-5-nitropyridine are added to a solution of 1 g of 3-(5,6-dimethyl-1H-benzimidazol-2-yl)-4,5,6,7-tetrahydro-2H-pyrazolo[3,4-c]pyridine trifluoroacetate in 10 ml of pyridine. After stirring for 20 hours at ambient temperature, the reaction medium is concentrated under reduced pressure. The precipitate formed is recovered by filtration through sintered glass, washed with 3 times 15 ml of water, and dried under reduced pressure. The reaction crude obtained is purified by flash chr... The reactants are CC1(COC(OC1)C(C)[C@H]1CC[C@H]2[C@@H]3C=C[C@]4(C[C@H](C[C@@H]([C@]4(C)[C@H]3CC[C@]12C)OC(N(C)C)=O)OC(NC1=CC=CC=C1)=O)O)C (20-(5,5-dimethyl-1,3-dioxan-2-yl)-1α-(N,N-dimethylcarbamoyl)oxy-3β-(N-phenylcarbamoyl)oxypregn-6-en-5α-ol), C1(=CC=C(C=C1)S(=O)(=O)[O-])C.[NH+]1=CC=CC=C1 (pyridinium p-toluenesulfonate). Run in C1(=CC=CC=C1)C (toluene). Run at time 10 hour. Yields the product CC1(COC(OC1)C(C)[C@H]1CC[C@H]2C3=CC=C4C[C@H](C[C@@H]([C@]4(C)[C@H]3CC[C@]12C)OC(N(C)C)=O)OC(NC1=CC=CC=C1)=O)C (20-(5,5-dimethyl-1,3-dioxan-2-yl)-1α-(N,N-dimethylcarbamoyl)oxy-3β-(N-phenylcarbamoyl)oxypregna-5,7-diene). Yield: 29.4%. Reaction SMILES: [CH3:1][C:2]1([CH3:46])[CH2:7][O:6][CH:5]([CH:8]([C@@H:10]2[C@:27]3([CH3:28])[C@H:13]([C@H:14]4[C@H:24]([CH2:25][CH2:26]3)[C@:22]3([CH3:23])[C@:17](O)([CH2:18][C@@H:19]([O:35][C:36](=[O:44])[NH:37][C:38]5[CH:43]=[CH:42][CH:41]=[CH:40][CH:39]=5)[CH2:20][C@@H:21]3[O:29][C:30](=[O:34])[N:31]([CH3:33])[CH3:32])[CH:16]=[CH:15]4)[CH2:12][CH2:11]2)[CH3:9])[O:4][CH2:3]1.C1(C)C=CC(S([O-])(=O)=O)=CC=1.[NH+]1C=CC=CC=1>C1(C)C=CC=CC=1>[CH3:46][C:2]1([CH3:1])[CH2:3][O:4][CH:5]([CH:8]([C@@H:10]2[C@:27]3([CH3:28])[C@H:13]([C:14]4[C@H:24]([CH2:25][CH2:26]3)[C@:22]3([CH3:23])[C:17]([CH2:18][C@@H:19]([O:35][C:36](=[O:44])[NH:37][C:38]5[CH:39]=[CH:40][CH:41]=[CH:42][CH:43]=5)[CH2:20][C@@H:21]3[O:29][C:30](=[O:34])[N:31]([CH3:32])[CH3:33])=[CH:16][CH:15]=4)[CH2:12][CH2:11]2)[CH3:9])[O:6][CH2:7]1 |f:1.2|. Procedure: In 10 ml of toluene was dissolved 350 mg of 20-(5,5-dimethyl-1,3-dioxan-2-yl)-1α-(N,N-dimethylcarbamoyl)oxy-3β-(N-phenylcarbamoyl)oxypregn-6-en-5α-ol, followed by addition of 50 mg of pyridinium p-toluenesulfonate. The mixture was stirred in an atmosphere of argon gas at room temperature for 10 hours. The reaction mixture was then worked up in the same manner as Example 124 to give 100 mg of 20-(5,5-dimethyl-1,3-dioxan-2-yl)-1α-(N,N-dimethylcarbamoyl)oxy-3β-(N-phenylcarbamoyl)oxypregna-5,7-diene...